From a dataset of the Open Reaction Database (ORD), a public repository of structured organic reaction records. describe an organic reaction: reactants, conditions, products, and yield The reactants are C(C)OC(C1=C(C=CC(=C1)CN1CCC(CC1)C1=CNC2=CC(=CC=C12)F)OC)=O (5-[4-(6-fluoro-1H-indol-3-yl)-piperidin-1-ylmethyl]2-methoxybenzoic acid ethyl ester), [H-].[Na+] (sodium hydride). Solvent: CN(C)C=O (DMF), CN(C)C=O (DMF), CN(C)C=O (DMF). Run at time 1 hour. The product is C(CCC)N1C=C(C2=CC=C(C=C12)F)C1CCN(CC1)CC=1C=CC(=C(C(=O)O)C1)OC (5-[4-(1-butyl-6-fluoro-1H-indol-3-yl)-piperidin-1-ylmethyl]-2-methoxybenzoic acid). Isolated yield 14.2%. RXN SMILES: C([O:3][C:4](=[O:30])[C:5]1[CH:10]=[C:9]([CH2:11][N:12]2[CH2:17][CH2:16][CH:15]([C:18]3[C:26]4[C:21](=[CH:22][C:23]([F:27])=[CH:24][CH:25]=4)[NH:20][CH:19]=3)[CH2:14][CH2:13]2)[CH:8]=[CH:7][C:6]=1[O:28][CH3:29])C.[H-].[Na+]>CN(C=O)C>[CH2:4]([N:20]1[C:21]2[C:26](=[CH:25][CH:24]=[C:23]([F:27])[CH:22]=2)[C:18]([CH:15]2[CH2:16][CH2:17][N:12]([CH2:11][C:9]3[CH:8]=[CH:7][C:6]([O:28][CH3:29])=[C:5]([CH:10]=3)[C:4]([OH:3])=[O:30])[CH2:13][CH2:14]2)=[CH:19]1)[CH2:5][CH2:6][CH3:7] |f:1.2|. Procedure: Under inert atmosphere, a solution of 0.07 g (0.17 mmol) of 5-[4-(6-fluoro-1H-indol-3-yl)-piperidin-1-ylmethyl]2-methoxybenzoic acid ethyl ester in 0.5 ml of anhydrous DMF was added dropwise to a suspension containing 0.012 g (0.24 mol) of sodium hydride (60% in mineral oil) in 1 ml of anhydrous DMF. After stirring at room temperature for 1 hour, a solution of 0.044 g (0.24 mol) of 1-bromobuthane in 0.5 ml of DMF was added. The reaction mixture was stirred at room temperature for 15 hours. The s... Starting materials: C1(CCCCC1)NC1=C2C(=NC=C1C(C)=O)N(C=C2)COCC[Si](C)(C)C (1-(4-(Cyclohexylamino)-1-{[2-(trimethylsilyl)ethoxy]methyl}-1H-pyrrolo[2,3-b]pyridin-5-yl)ethanone), [BH4-].[Na+] (sodium borohydride), O (water). The solvent is CO (methanol). Yields the product C1(CCCCC1)NC1=C2C(=NC=C1C(C)O)N(C=C2)COCC[Si](C)(C)C (1-(4-(Cyclohexylamino)-1-{[2-(trimethylsilyl)ethoxy]methyl}-1H-pyrrolo[2,3-b]pyridin-5-yl)ethanol). Yield: 68.7%. As a reaction SMILES: [CH:1]1([NH:7][C:8]2[C:13]([C:14](=[O:16])[CH3:15])=[CH:12][N:11]=[C:10]3[N:17]([CH2:20][O:21][CH2:22][CH2:23][Si:24]([CH3:27])([CH3:26])[CH3:25])[CH:18]=[CH:19][C:9]=23)[CH2:6][CH2:5][CH2:4][CH2:3][CH2:2]1.[BH4-].[Na+].O>CO>[CH:1]1([NH:7][C:8]2[C:13]([CH:14]([OH:16])[CH3:15])=[CH:12][N:11]=[C:10]3[N:17]([CH2:20][O:21][CH2:22][CH2:23][Si:24]([CH3:25])([CH3:27])[CH3:26])[CH:18]=[CH:19][C:9]=23)[CH2:2][CH2:3][CH2:4][CH2:5][CH2:6]1 |f:1.2|. Reported procedure: 1-(4-(Cyclohexylamino)-1-{[2-(trimethylsilyl)ethoxy]methyl}-1H-pyrrolo[2,3-b]pyridin-5-yl)ethanone (13 mg, 0.034 mmol) in methanol (1 mL) was stirred with sodium borohydride (30 mg, 0.79 mmol) at room temperature for 1 hour and at 60° C. for another 5 hours. The reaction mixture was allowed to cool to room temperature and, after addition of water, extracted with ethyl acetate, and the organic layer was dried over anhydrous sodium sulfate and concentrated under reduced pressure. The residue was p... Reactants: COC1=C(C=CC(=C1)OC)C1=NN(C2=NC(=NC=C21)N)C (3-(2,4-Dimethoxy-phenyl)-1-methyl-1H-pyrazolo[3,4-d]pyrimidin-6-ylamine), S(O)(O)(=O)=O (sulfuric acid). Reaction conditions: time 8 hour. Product: NC1=NC=C2C(=N1)N(N=C2C=2C(=CC(=C(C2)S(=O)(=O)O)OC)OC)C (5-(6-Amino-1-methyl-1H-pyrazolo[3,4-d]pyrimidin-3-yl)-2,4-dimethoxy-benzenesulfonic acid). RXN SMILES: [CH3:1][O:2][C:3]1[CH:8]=[C:7]([O:9][CH3:10])[CH:6]=[CH:5][C:4]=1[C:11]1[C:19]2[C:14](=[N:15][C:16]([NH2:20])=[N:17][CH:18]=2)[N:13]([CH3:21])[N:12]=1.[S:22](=O)(=[O:25])([OH:24])[OH:23]>>[NH2:20][C:16]1[N:15]=[C:14]2[N:13]([CH3:21])[N:12]=[C:11]([C:4]3[C:3]([O:2][CH3:1])=[CH:8][C:7]([O:9][CH3:10])=[C:6]([S:22]([OH:25])(=[O:24])=[O:23])[CH:5]=3)[C:19]2=[CH:18][N:17]=1. Reported procedure: 3-(2,4-Dimethoxy-phenyl)-1-methyl-1H-pyrazolo[3,4-d]pyrimidin-6-ylamine (Example 89) (1 g, 3.50 mmol) is dissolved in concentrated sulfuric acid (25 ml) to give a blood red solution. The reaction mixture is stirred at room temperature overnight, poured onto ice-water (200 ml) and the resulting solid is collected by filtration, washed with water and dried under vacuum to afford the title compound. Reactants: N#CC1CC(F)CN1C(=O)CN(C(=O)OCc1ccccc1)C12CCC(C(=O)On3nnc4ccccc43)(CC1)CC2, CNC, C1CCOC1. The product is CN(C)C(=O)C12CCC(N(CC(=O)N3CC(F)CC3C#N)C(=O)OCc3ccccc3)(CC1)CC2. As a reaction SMILES: [CH2:1]([c:2]1[cH:3][cH:4][cH:5][cH:6][cH:7]1)[O:8][C:9](=[O:10])[N:11]([C:12]12[CH2:13][CH2:14][C:15]([C:20]([O:22][n:21]3[c:23]4[cH:24][cH:25][cH:26][cH:27][c:28]4[n:29][n:30]3)=[O:31])([CH2:16][CH2:17]1)[CH2:18][CH2:19]2)[CH2:32][C:33](=[O:34])[N:35]1[CH:36]([C:41]#[N:42])[CH2:37][CH:38]([F:40])[CH2:39]1.[CH3:43][NH:44][CH3:45].[O:46]1[CH2:47][CH2:48][CH2:49][CH2:50]1>>[CH2:1]([c:2]1[cH:3][cH:4][cH:5][cH:6][cH:7]1)[O:8][C:9](=[O:10])[N:11]([C:12]12[CH2:13][CH2:14][C:15]([C:20](=[O:22])[N:44]([CH3:43])[CH3:45])([CH2:16][CH2:17]1)[CH2:18][CH2:19]2)[CH2:32][C:33](=[O:34])[N:35]1[CH:36]([C:41]#[N:42])[CH2:37][CH:38]([F:40])[CH2:39]1. Starting materials: ON1N=NC2=C1C=CC=C2 (1-hydroxybenzotriazole), CCN=C=NCCCN(C)C.Cl (EDC hydrochloride), NCCO (2-aminoethanol), Cl.C1(=CC=CC2=CC=CC=C12)[C@@H](C)N[C@@H]1CN(CC1)C1=CC=C(C(=O)O)C=C1 (4-[(S)-3-[(R)-1-(naphthalen-1-yl)ethylamino]pyrrolidin-1-yl]benzoic acid hydrochloride), Cl.C1(=CC=CC2=CC=CC=C12)[C@@H](C)N[C@@H]1CN(CC1)C1=CC=C(C(=O)O)C=C1 (4-[(S)-3-[(R)-1-(naphthalen-1-yl)ethylamino]pyrrolidin-1-yl]benzoic acid hydrochloride). Run in C(C)N(CC)CC (triethylamine), CN(C=O)C (dimethylformamide). Run at time 16 hour. Product: OCCNC(C1=CC=C(C=C1)N1C[C@H](CC1)N[C@H](C)C1=CC=CC2=CC=CC=C12)=O (N-(2-hydroxyethyl)-4-[(S)-3-[(R)-1-(naphthalen-1-yl)ethylamino]pyrrolidin-1-yl]benzamide). Yield: 44.5%. As a reaction SMILES: [NH2:1][CH2:2][CH2:3][OH:4].Cl.[C:6]1([C@H:16]([NH:18][C@H:19]2[CH2:23][CH2:22][N:21]([C:24]3[CH:32]=[CH:31][C:27]([C:28](O)=[O:29])=[CH:26][CH:25]=3)[CH2:20]2)[CH3:17])[C:15]2[C:10](=[CH:11][CH:12]=[CH:13][CH:14]=2)[CH:9]=[CH:8][CH:7]=1.ON1C2C=CC=CC=2N=N1.CCN=C=NCCCN(C)C.Cl>CN(C)C=O.C(N(CC)CC)C>[OH:4][CH2:3][CH2:2][NH:1][C:28](=[O:29])[C:27]1[CH:31]=[CH:32][C:24]([N:21]2[CH2:22][CH2:23][C@H:19]([NH:18][C@@H:16]([C:6]3[C:15]4[C:10](=[CH:11][CH:12]=[CH:13][CH:14]=4)[CH:9]=[CH:8][CH:7]=3)[CH3:17])[CH2:20]2)=[CH:25][CH:26]=1 |f:1.2,4.5|. Procedure: To a mixed solution of 7.7 mg of 2-aminoethanol and 50 mg of 4-[(S)-3-[(R)-1-(naphthalen-1-yl)ethylamino]pyrrolidin-1-yl]benzoic acid hydrochloride (the compound obtained in Example 3.001) dissolved in 8 ml of dimethylformamide were added 22.2 mg of 1-hydroxybenzotriazole, 70 μl of triethylamine and 31.4 mg of EDC hydrochloride, and the mixture was stirred at room temperature for 16 hours. The reaction mixture was evaporated, a saturated aqueous sodium bicarbonate solution and chloroform were ad... The reactants are C1(CCCC1)C(=O)Cl (Cyclopentanoyl chloride), NC1=NC=C(C=N1)[N+](=O)[O-] (2-amino-5-nitropyrimidine). Solvent: N1=CC=CC=C1 (pyridine), Cl (hydrochloric acid). The product is C1(CCCC1)C(=O)NC1=NC=C(C=N1)[N+](=O)[O-] (2-(N-cyclopentanoyl)amino-5-nitropyrimidine). Yield: 48.1%. As a reaction SMILES: [CH:1]1([C:6](Cl)=[O:7])[CH2:5][CH2:4][CH2:3][CH2:2]1.[NH2:9][C:10]1[N:15]=[CH:14][C:13]([N+:16]([O-:18])=[O:17])=[CH:12][N:11]=1>N1C=CC=CC=1.Cl>[CH:1]1([C:6]([NH:9][C:10]2[N:15]=[CH:14][C:13]([N+:16]([O-:18])=[O:17])=[CH:12][N:11]=2)=[O:7])[CH2:5][CH2:4][CH2:3][CH2:2]1. Procedure: Cyclopentanoyl chloride (946 mg, 7.14 mmol) was added dropwise to a stirred suspension of 2-amino-5-nitropyrimidine (1.0 g, 7.14 mmol) in pyridine (10 ml) and the reaction was heated at reflux for 4 hours under an inert atmosphere. The reaction mixture was cooled then stirred in 2N hydrochloric acid (100 ml) and the resulting solid collected by suction filtration. Purification by flash chromatography on silica gel, eluting with 2% methanol in dichloromethane, yielded 2-(N-cyclopentanoyl)amino-5-... Procedure details: A solution of 17.40 g of sodium hydroxide pellets in 275 ml of water was treated with 131 g of (±)-1-[(2-trifluoromethylphenyl)methyl]-5-methoxycarbonyl-2-pyrrolidinone and was heated for four hours with a steam bath. The solution was cooled down to room temperature and extracted with diethyl ether (total volume=1000 ml). The aqueous phase was acidified with 50 ml of concentrated hydrochloric acid and extracted with dichloromethane (total volume=900 ml). The organic phase was dried over anhydrou... The product is FC(C1=C(C=CC=C1)CN1C(CCC1=O)C(=O)O)(F)F ((±)-1-[(2-Trifluoromethylphenyl)methyl]-5-oxo-2-pyrrolidinecarboxylic acid). Isolated yield 39.9%. Run in O (water). Reactants: [OH-].[Na+] (sodium hydroxide), FC(C1=C(C=CC=C1)CN1C(CCC1C(=O)OC)=O)(F)F ((±)-1-[(2-trifluoromethylphenyl)methyl]-5-methoxycarbonyl-2-pyrrolidinone). Reaction SMILES: [OH-].[Na+].[F:3][C:4]([F:23])([F:22])[C:5]1[CH:10]=[CH:9][CH:8]=[CH:7][C:6]=1[CH2:11][N:12]1[CH:16]([C:17]([O:19]C)=[O:18])[CH2:15][CH2:14][C:13]1=[O:21]>O>[F:23][C:4]([F:3])([F:22])[C:5]1[CH:10]=[CH:9][CH:8]=[CH:7][C:6]=1[CH2:11][N:12]1[C:13](=[O:21])[CH2:14][CH2:15][CH:16]1[C:17]([OH:19])=[O:18] |f:0.1|.